This data is from the Open Reaction Database (ORD), a public repository of structured organic reaction records. The task is: describe an organic reaction: reactants, conditions, products, and yield The reactants are [Li]CCCC, C1CCOC1, Cc1nccn1CCC(=O)c1cn(C)c2ccccc12, CN(C)P(=O)(N(C)C)N(C)C, CC(C)NC(C)C, CI. Yields the product Cc1nccn1CC(C)C(=O)c1cn(C)c2ccccc12. RXN SMILES: [CH2:1]([Li:2])[CH2:3][CH2:4][CH3:5].[CH2:35]1[O:36][CH2:37][CH2:38][CH2:39]1.[CH3:13][c:14]1[n:15]([CH2:19][CH2:20][C:21](=[O:22])[c:23]2[cH:24][n:25]([CH3:32])[c:26]3[cH:27][cH:28][cH:29][cH:30][c:31]23)[cH:16][cH:17][n:18]1.[CH3:40][N:41]([P:42]([N:43]([CH3:44])[CH3:45])([N:46]([CH3:47])[CH3:48])=[O:49])[CH3:50].[CH:6]([NH:7][CH:8]([CH3:9])[CH3:10])([CH3:11])[CH3:12].[I:33][CH3:34]>>[CH3:1][CH:20]([CH2:19][n:15]1[c:14]([CH3:13])[n:18][cH:17][cH:16]1)[C:21](=[O:22])[c:23]1[cH:24][n:25]([CH3:32])[c:26]2[cH:27][cH:28][cH:29][cH:30][c:31]12. Reactants: CC=1N=C2N(C=CC=C2)C1 (2-methyl-imidazo[1,2-a]pyridine), C(C)C(CC)C=1C=2N(N=C(C1)C)C(=C(N2)C)I (8-(1-ethyl-propyl)-3-iodo-2,6-dimethyl-imidazo[1,2-b]pyridazine). Yields the product C(C)C(CC)C=1C=2N(N=C(C1)C)C(=C(N2)C)C2=C(N=C1N2C=CC=C1)C (8-(1-Ethyl-propyl)-2,6-dimethyl-3-(2-methyl-imidazo[1,2-a]pyridin-3-yl)-imidazo[1,2-b]pyridazine). Isolated yield 20.5%. RXN SMILES: [CH3:1][C:2]1[N:3]=[C:4]2[CH:9]=[CH:8][CH:7]=[CH:6][N:5]2[CH:10]=1.[CH2:11]([CH:13]([C:16]1[C:17]2[N:18]([C:23](I)=[C:24]([CH3:26])[N:25]=2)[N:19]=[C:20]([CH3:22])[CH:21]=1)[CH2:14][CH3:15])[CH3:12]>>[CH2:11]([CH:13]([C:16]1[C:17]2[N:18]([C:23]([C:10]3[N:5]4[CH:6]=[CH:7][CH:8]=[CH:9][C:4]4=[N:3][C:2]=3[CH3:1])=[C:24]([CH3:26])[N:25]=2)[N:19]=[C:20]([CH3:22])[CH:21]=1)[CH2:14][CH3:15])[CH3:12]. Procedure details: Using a procedure analogous to Example 16B, 2-methyl-imidazo[1,2-a]pyridine (Chem. Ber. 1926; 59, 2054), (0.38 g, 2.92 mmol) and 8-(1-ethyl-propyl)-3-iodo-2,6-dimethyl-imidazo[1,2-b]pyridazine (1.00 g, 2.92 mmol) give the title compound (0.21 g, 0.60 mmol, 21%). 1H NMR (CDCl3): δ 0.91 (t, J=7.5 Hz, 3H), 0.92 (t, J=7.5 Hz, 3H), 1.80-1.95 (m, 4H), 2.42 (s, 3H), 2.43 (s, 3H), 2.45 (s, 3H), 3.34-3.42 (m, 1H), 6.73 (s, 1H), 6.74 (dt, J=6.6, 0.9 Hz, 1H), 7.21-7.25 (m, 1H), 7.52 (d, J=6.6 Hz, 1H), 7.64... Reactants: N#CN (cyanamide), C(=O)=O (CO2), N(C)CC(=O)[O-].[Na+] (sodium sarcosinate), C(=O)=O (carbon dioxide), N#CN (cyanamide). Conditions: temperature 75 celsius, time 2 hour. The product is O.O=C(O)CN(C)C(N)=N (creatine monohydrate), crystal. Isolated yield 75.0%. RXN SMILES: [NH:1]([CH2:3][C:4]([O-:6])=[O:5])[CH3:2].[Na+].C(=O)=O.[N:11]#[C:12][NH2:13]>>[OH2:5].[O:5]=[C:4]([CH2:3][N:1]([C:12](=[NH:11])[NH2:13])[CH3:2])[OH:6] |f:0.1,4.5|. Procedure: 1315 g of a 40% strength aqueous sodium sarcosinate solution (pH 14) were introduced into a 2 1 three-necked flask having a mechanical stirrer, heating bath, reflux condenser and gas inlet tube and the mixture was adjusted to pH 9 by introduction of carbon dioxide gas. After heating the solution to 75° C., 338 g of a 50% strength aqueous cyanamide solution were added in the course of 4 hours. The temperature was kept constant at 75° C. during the entire addition period. The pH remained between 9... The reactants are C(#N)C1=C(N=C(C(=N1)C#N)C#N)C#N (tetracyanopyrazine), CN(C1=CC=CC=C1)C1=CC=CC=C1 (N-methyl-N-phenylaniline), ice water. Solvent: CS(=O)C (dimethylsulfoxide). Reaction conditions: temperature 100 celsius. The product is CN(C1=CC=C(C=C1)C1=C(N=C(C(=N1)C#N)C#N)C#N)C1=CC=CC=C1 (6-[p-(methylphenylamino)phenyl]-2,3,5-pyrazinetricarbonitrile). Yield: 9.0%. Reaction SMILES: [C:1]([C:3]1[N:8]=[C:7]([C:9]#[N:10])[C:6]([C:11]#[N:12])=[N:5][C:4]=1[C:13]#[N:14])#N.[CH3:15][N:16]([C:23]1[CH:28]=[CH:27]C=[CH:25][CH:24]=1)[C:17]1[CH:22]=[CH:21][CH:20]=[CH:19][CH:18]=1>CS(C)=O>[CH3:15][N:16]([C:17]1[CH:18]=[CH:19][CH:20]=[CH:21][CH:22]=1)[C:23]1[CH:24]=[CH:25][C:1]([C:3]2[N:8]=[C:7]([C:9]#[N:10])[C:6]([C:11]#[N:12])=[N:5][C:4]=2[C:13]#[N:14])=[CH:27][CH:28]=1. Procedure details: A mixture of 18 g of tetracyanopyrazine and 18.3 g of N-methyl-N-phenylaniline in 200 ml of dimethylsulfoxide was heated at 100°C for 21 hours, the solution was cooled and poured onto 6 liters of ice water to give a sticky precipitate. The mixture was extracted with ethyl acetate. The ethyl acetate solution was back-extracted with water, dried over sodium sulfate and concentrated to give a dark brown solid. Unreacted tetracyanopyrazine was removed by recrystallization of the solid from toluene, ... Isolated yield 49.0%. The reactants are ClC(C)Cl (dichloroethane), C1(=C(C(=CC(=C1)C)C)NC=NC1=C(C=C(C=C1C)C)C)C (N,N′-dimesitylformamidine). Run at temperature 120 celsius, time 24 hour. Yields the product [Cl-].C1(=C(C(=CC(=C1)C)C)[NH+]1CN(CC1)C1=C(C=C(C=C1C)C)C)C (1,3-dimesitylimidazolinium chloride). Reported procedure: According to method B1, dichloroethane (1.36 mL) was added to a schlenk flask charged with N,N′-dimesitylformamidine (0.5 g, 1.78 mmol). The tube was evacuated until solvent began to bubble and then sealed and heated with stirring to 120° C. for 24 hours. The reaction mixture was then cooled, added to toluene (40 mL) and then brought to reflux. While still hot, the precipitate was collected by vacuum filtration, washed with toluene (5 mL) and dried in vacuo to afford 1,3-dimesitylimidazolinium c... Reaction SMILES: [Cl:1][CH:2](Cl)[CH3:3].[C:5]1([CH3:25])[CH:10]=[C:9]([CH3:11])[CH:8]=[C:7]([CH3:12])[C:6]=1[NH:13][CH:14]=[N:15][C:16]1[C:21]([CH3:22])=[CH:20][C:19]([CH3:23])=[CH:18][C:17]=1[CH3:24]>>[Cl-:1].[C:21]1([CH3:22])[CH:20]=[C:19]([CH3:23])[CH:18]=[C:17]([CH3:24])[C:16]=1[NH+:15]1[CH2:3][CH2:2][N:13]([C:6]2[C:7]([CH3:12])=[CH:8][C:9]([CH3:11])=[CH:10][C:5]=2[CH3:25])[CH2:14]1 |f:2.3|. Starting materials: CC(C)(C)OC(=O)N1CCCCC1C(=O)O, N, CN(C)C=O. The product is CC(C)(C)OC(=O)N1CCCCC1C(N)=O. Reaction SMILES: [C:2]([CH3:3])([CH3:4])([CH3:5])[O:6][C:7](=[O:8])[N:9]1[CH:10]([C:15](=[O:16])[OH:17])[CH2:11][CH2:12][CH2:13][CH2:14]1.[NH3:1].[O:18]=[CH:19][N:20]([CH3:21])[CH3:22]>>[NH2:1][C:15]([CH:10]1[N:9]([C:7]([O:6][C:2]([CH3:3])([CH3:4])[CH3:5])=[O:8])[CH2:14][CH2:13][CH2:12][CH2:11]1)=[O:17]. Reactants: ClC1=C2C(=NC=C1)C=C(S2)C(=O)[O-].[Li+] (lithium 7-chloro-thieno[3,2-b]pyridine-2-carboxylate), C(C)(C)(C)OC(NC1CNCC1)=O (racemic pyrrolidin-3-yl-carbamic acid tert butyl ester). Product: C(C)(C)(C)OC(NC1CN(CC1)C(=O)C1=CC2=NC=CC(=C2S1)Cl)=O ((+/−)-[1-(7-Chloro-thieno[3,2-b]pyridine-2-carbonyl)-pyrrolidin-3-yl]-carbamic acid tert-butyl ester). RXN SMILES: [Cl:1][C:2]1[CH:7]=[CH:6][N:5]=[C:4]2[CH:8]=[C:9]([C:11]([O-:13])=O)[S:10][C:3]=12.[Li+].[C:15]([O:19][C:20](=[O:27])[NH:21][CH:22]1[CH2:26][CH2:25][NH:24][CH2:23]1)([CH3:18])([CH3:17])[CH3:16]>>[C:15]([O:19][C:20](=[O:27])[NH:21][CH:22]1[CH2:26][CH2:25][N:24]([C:11]([C:9]2[S:10][C:3]3[C:4](=[N:5][CH:6]=[CH:7][C:2]=3[Cl:1])[CH:8]=2)=[O:13])[CH2:23]1)([CH3:18])([CH3:16])[CH3:17] |f:0.1|. Procedure details: The title compound was prepared from lithium 7-chloro-thieno[3,2-b]pyridine-2-carboxylate and racemic pyrrolidin-3-yl-carbamic acid tert butyl ester by a method analogous to Example 1B. MS: 382/384 (MH+); HPLC Rf: 5.21 min.; HPLC purity 99%. Reactants: CC=1N=C(N2N=C(NCC21)N)C2=CC(=CC=C2)C(F)(F)F (5-methyl-7-[3-(trifluoromethyl)phenyl]-3,4-dihydroimidazo[5,1-f][1,2,4]triazin-2-amine), CC=1N=C(N2N=C(NCC21)N)C2=CC(=CC=C2)C(F)(F)F (5-methyl-7-[3-(trifluoromethyl)phenyl]-3,4-dihydroimidazo[5,1-f][1,2,4]triazin-2-amine). Reagents/catalysts: [Pd] (Pd/C). Run in CCO (EtOH). The product is CC=1N=C(N2N=C(N=CC21)N)C2=CC(=CC=C2)C(F)(F)F (5-methyl-7-[3-(trifluoromethyl)phenyl]-imidazo[5,1-f][1,2,4]triazin-2-amine). The yield is 38.7%. Reaction SMILES: [CH3:1][C:2]1[N:3]=[C:4]([C:12]2[CH:17]=[CH:16][CH:15]=[C:14]([C:18]([F:21])([F:20])[F:19])[CH:13]=2)[N:5]2[C:10]=1[CH2:9][NH:8][C:7]([NH2:11])=[N:6]2>CCO.[Pd]>[CH3:1][C:2]1[N:3]=[C:4]([C:12]2[CH:17]=[CH:16][CH:15]=[C:14]([C:18]([F:21])([F:19])[F:20])[CH:13]=2)[N:5]2[C:10]=1[CH:9]=[N:8][C:7]([NH2:11])=[N:6]2. Reported procedure: A mechanical mixture of 5-methyl-7-[3-(trifluoromethyl)phenyl]-3,4-dihydroimidazo[5,1-f][1,2,4]triazin-2-amine (Intermediate 44) (1.30 g, 4.41 mmol) and Pd/C (0.50 g) in EtOH (250 mL) was heated at reflux for 7 days. The reaction mixture was then cooled to rt and filtered through celite. Concentration of the filtrate followed by purification of the residue by chromatography afforded 5-methyl-7-[3-(trifluoromethyl)phenyl]-imidazo[5,1-f][1,2,4]triazin-2-amine (0.50 g) as a pale yellow solid. 1H NM... Reactants: O=C1c2ccccc2C(=O)N1CCCBr, Br, Cc1cccc(C)c1N, CCOCC, N. The product is Cc1cccc(C)c1NCCCN1C(=O)c2ccccc2C1=O. Reaction SMILES: [Br:1][CH2:2][CH2:3][CH2:4][N:5]1[C:6](=[O:15])[c:7]2[c:8]([cH:11][cH:12][cH:13][cH:14]2)[C:9]1=[O:10].[BrH:25].[CH3:16][c:17]1[cH:18][cH:19][cH:20][c:21]([CH3:22])[c:23]1[NH2:24].[CH3:27][CH2:28][O:29][CH2:30][CH3:31].[NH3:26]>>[CH2:2]([CH2:3][CH2:4][N:5]1[C:6](=[O:15])[c:7]2[c:8]([cH:11][cH:12][cH:13][cH:14]2)[C:9]1=[O:10])[NH:24][c:23]1[c:17]([CH3:16])[cH:18][cH:19][cH:20][c:21]1[CH3:22].